Task: describe an organic reaction: reactants, conditions, products, and yield. Dataset: the Open Reaction Database (ORD), a public repository of structured organic reaction records Reactants: FC(C=1C=C(C=CC1)C1=CN(C2=CC(=CC=C12)C(=O)OC)C)(F)F (Methyl 3-(3-trifluoromethyl-phenyl)-1-methyl-1H-indole-6-carboxylate), O[Li].O (LiOH.H2O). Solvent: C1CCOC1.O (THF H2O). Yields the product FC(C=1C=C(C=CC1)C1=CN(C2=CC(=CC=C12)C(=O)O)C)(F)F (3-(3-Trifluoromethyl-phenyl)-1-methyl-1H-indole-6-carboxylic acid). Yield: 84.9%. RXN SMILES: [F:1][C:2]([F:24])([F:23])[C:3]1[CH:4]=[C:5]([C:9]2[C:17]3[C:12](=[CH:13][C:14]([C:18]([O:20]C)=[O:19])=[CH:15][CH:16]=3)[N:11]([CH3:22])[CH:10]=2)[CH:6]=[CH:7][CH:8]=1.O[Li].O>C1COCC1.O>[F:23][C:2]([F:1])([F:24])[C:3]1[CH:4]=[C:5]([C:9]2[C:17]3[C:12](=[CH:13][C:14]([C:18]([OH:20])=[O:19])=[CH:15][CH:16]=3)[N:11]([CH3:22])[CH:10]=2)[CH:6]=[CH:7][CH:8]=1 |f:1.2,3.4|. Reported procedure: A solution of compound 15f (264 mg, 0.93 mmol), and LiOH.H2O (156.4 mg, 3.73 mmol) in THF/H2O (10 mL/10 mL) was stirred at 45° C. for 5 h. The resulting mixture was concentrated and diluted with water. The aqueous layer was acidified with 1N aqueous HCl to pH˜4 and extracted with CH2Cl2. The organic solution was dried over Na2SO4 and concentrated to give compound 15g (252 mg), which was used in the next reaction without further purification. MS m/z (M+H+) 270.1. Reaction SMILES: [Cl:1][c:2]1[cH:3][c:4]([CH:5]=[O:6])[cH:7][c:8]([O:14][CH2:15][C:16]#[CH:17])[c:9]1[O:10][CH2:11][C:12]#[CH:13].[NH2:18][c:19]1[cH:20][cH:21][cH:22][cH:23][cH:24]1.[cH:25]1[cH:26][cH:27][cH:28][cH:29][cH:30]1>>[Cl:1][c:2]1[cH:3][c:4]([CH:5]=[N:18][c:19]2[cH:20][cH:21][cH:22][cH:23][cH:24]2)[cH:7][c:8]([O:14][CH2:15][C:16]#[CH:17])[c:9]1[O:10][CH2:11][C:12]#[CH:13]. Product: C#CCOc1cc(C=Nc2ccccc2)cc(Cl)c1OCC#C. Starting materials: C#CCOc1cc(C=O)cc(Cl)c1OCC#C, Nc1ccccc1, c1ccccc1. Reactants: COc1cc([N+](=O)[O-])ccc1C, CCOC(C)=O, CCO, [K+], [K+], O=C([O-])[O-], O, O, Cl[Sn]Cl. Product: COc1cc(N)ccc1C. RXN SMILES: [CH3:1][c:2]1[c:3]([O:11][CH3:12])[cH:4][c:5]([N+:8]([O-:9])=[O:10])[cH:6][cH:7]1.[CH3:24][CH2:25][O:26][C:27](=[O:28])[CH3:29].[CH3:30][CH2:31][OH:32].[K+:18].[K+:19].[O-:20][C:21]([O-:22])=[O:23].[OH2:13].[OH2:14].[Sn:15]([Cl:16])[Cl:17]>>[CH3:1][c:2]1[c:3]([O:11][CH3:12])[cH:4][c:5]([NH2:8])[cH:6][cH:7]1. Starting materials: O=C(C(=O)O)CC=1SC=CC1 (2-oxo-3-(thiophen-2-yl)propanoic acid), C(C1=CC=CC=C1)C=1C(=NC=C(N1)C1=CC=CC=C1)N (3-benzyl-5-phenylpyrazin-2-amine). Product: C(C1=CC=CC=C1)C1=C2N(C=C(N1)C1=CC=CC=C1)C(C(=N2)CC=2SC=CC2)=O (8-benzyl-6-phenyl-2-(thiophen-2-ylmethyl)imidazo[1,2-a]pyrazin-3(7H)-one). Reaction SMILES: O=[C:2]([CH2:6][C:7]1[S:8][CH:9]=[CH:10][CH:11]=1)[C:3]([OH:5])=O.[CH2:12]([C:19]1[C:20]([NH2:31])=[N:21][CH:22]=[C:23]([C:25]2[CH:30]=[CH:29][CH:28]=[CH:27][CH:26]=2)[N:24]=1)[C:13]1[CH:18]=[CH:17][CH:16]=[CH:15][CH:14]=1>>[CH2:12]([C:19]1[NH:24][C:23]([C:25]2[CH:26]=[CH:27][CH:28]=[CH:29][CH:30]=2)=[CH:22][N:21]2[C:3](=[O:5])[C:2]([CH2:6][C:7]3[S:8][CH:9]=[CH:10][CH:11]=3)=[N:31][C:20]=12)[C:13]1[CH:14]=[CH:15][CH:16]=[CH:17][CH:18]=1. Procedure details: Synthesized from method C using 2-oxo-3-(thiophen-2-yl)propanoic acid and 3-benzyl-5-phenylpyrazin-2-amine as starting materials. 1H NMR (300 MHz, dmso) δ 8.85 (s, 1H), 7.99 (d, J=6.8, 2H), 7.63-7.02 (m, 10H), 6.94 (dd, J=3.5, 5.1, 1H), 4.62 (s, 2H), 4.58 (s, 2H), 2.69 (contaminate); exact mass calculated for C24H20N3OS+ m/z+398.13, found m/z+398. The reactants are CC(=CCCC(=C)C=C)C (myrcene), C(\C=C(/C)\CCC=C(C)C)Cl (geranyl chloride), C(\C=C(\C)/CCC=C(C)C)Cl (neryl chloride). Yields the product CC(=CCCC(=C)C=C)C (myrcene), Cl (hydrogen chloride). As a reaction SMILES: [CH2:1]([Cl:11])/[CH:2]=[C:3](/[CH2:5][CH2:6][CH:7]=[C:8]([CH3:10])[CH3:9])\[CH3:4].C(Cl)/C=C(\CCC=C(C)C)/C.CC(C)=CCCC(C=C)=C>>[CH3:9][C:8]([CH3:10])=[CH:7][CH2:6][CH2:5][C:3]([CH:2]=[CH2:1])=[CH2:4].[ClH:11]. Procedure: The mixture of geranyl chloride and neryl chloride can be obtained by hydrochlorination of myrcene in the presence of one mole of anhydrous hydrogen chloride per mole of myrcene under the conditions described above for the preparation of 1,7-dichloro-3,7-dimethyl-octene. Reactants: C1CNCCN1, CC#N, Cc1nc(C)c(Cl)c(NCc2nccc(OCCCCCl)c2C)n1, [I-], [Na+], [Na+], [Na+], O=C([O-])[O-], O. The product is Cc1nc(C)c(Cl)c(NCc2nccc(OCCCCN3CCNCC3)c2C)n1. Reaction SMILES: [CH2:25]1[CH2:26][NH:27][CH2:28][CH2:29][NH:30]1.[CH3:39][C:40]#[N:41].[Cl:1][CH2:2][CH2:3][CH2:4][CH2:5][O:6][c:7]1[c:8]([CH3:24])[c:9]([CH2:13][NH:14][c:15]2[n:16][c:17]([CH3:23])[n:18][c:19]([CH3:22])[c:20]2[Cl:21])[n:10][cH:11][cH:12]1.[I-:38].[Na+:31].[Na+:32].[Na+:37].[O-:33][C:34](=[O:35])[O-:36].[OH2:42]>>[CH2:2]([CH2:3][CH2:4][CH2:5][O:6][c:7]1[c:8]([CH3:24])[c:9]([CH2:13][NH:14][c:15]2[n:16][c:17]([CH3:23])[n:18][c:19]([CH3:22])[c:20]2[Cl:21])[n:10][cH:11][cH:12]1)[N:27]1[CH2:26][CH2:25][NH:30][CH2:29][CH2:28]1.